Dataset: the Open Reaction Database (ORD), a public repository of structured organic reaction records. Task: describe an organic reaction: reactants, conditions, products, and yield Starting materials: ice water, C(C)O (ethanol), C(C)C(C(=O)Cl)C(=O)Cl (Ethylmalonyl chloride), COC(=O)C=1SC=CC1N (methyl-3-amino-thiophene-2-carboxylate), N1=CC=CC=C1 (pyridine). The solvent is C1(=CC=CC=C1)C (toluene). Conditions: temperature -10 celsius, time 1 hour. Product: COC(=O)C=1SC=CC1NC(CC(=O)OCC)=O (3-(2-ethoxycarbonyl-acetylamino)-thiophene-2-carboxylic acid methyl ester). Isolated yield 63.0%. RXN SMILES: C([CH:3]([C:7](Cl)=[O:8])[C:4](Cl)=[O:5])C.[CH3:10][O:11][C:12]([C:14]1[S:15][CH:16]=[CH:17][C:18]=1[NH2:19])=[O:13].N1[CH:25]=[CH:24]C=CC=1.C([OH:28])C>C1(C)C=CC=CC=1>[CH3:10][O:11][C:12]([C:14]1[S:15][CH:16]=[CH:17][C:18]=1[NH:19][C:7](=[O:8])[CH2:3][C:4]([O:5][CH2:24][CH3:25])=[O:28])=[O:13]. Reported procedure: Ethylmalonyl chloride (1.93 mL, 15.22 mmol) was added to a solution of methyl-3-amino-thiophene-2-carboxylate (2 g, 12.70 mmol) in dry toluene (20 mL) and pyridine (1.23 mL, 15.22 mmol) at −10° C. The solution was stirred at −10° C. for 1 h and poured into ice water. The product was extracted by ethyl acetate. The combined organic phase was sequentially washed by diluted HCl solution, saturated NaHCO3 solution, water, and brine. The organic phase was dried over MgSO4 and concentrated to yield an... Reactants: CSC(=C[N+](=O)[O-])SC (1,1-bis-(methylthio)-2-nitroethene), N1CCCCC1 (piperidine), N (ammonia). The solvent is ClCC(Cl)(Cl)Cl (tetrachloroethane). Yields the product NC(=C[N+](=O)[O-])N1CCCCC1 (1-amino-1-piperidino-2-nitroethene). Reaction SMILES: CS[C:3](SC)=[CH:4][N+:5]([O-:7])=[O:6].[NH:10]1[CH2:15][CH2:14][CH2:13][CH2:12][CH2:11]1.[NH3:16]>ClCC(Cl)(Cl)Cl>[NH2:16][C:3]([N:10]1[CH2:15][CH2:14][CH2:13][CH2:12][CH2:11]1)=[CH:4][N+:5]([O-:7])=[O:6]. Reported procedure: 16.5 grams of 1,1-bis-(methylthio)-2-nitroethene are dissol ved under hot conditions in 100 ml of tetrachloroethane, 8.5 grams of piperidine are added, the mixture is heated under reflux for 2 hours, is then cooled and anhydrous gaseous ammonia is added until saturated. Reactants: O (water), Cl.[N+](=O)([O-])C1=CC=C(C=C1)N1C(CCC1)=N (1-(4-nitrophenyl)pyrrolidin-2-ylideneamine, hydrochloride). The solvent is CO (methanol). Conditions: time 17 hour. Yields the product Cl.NC1=CC=C(C=C1)N1C(CCC1)=N (1-(4-aminophenyl)pyrrolidin-2-ylideneamine, hydrochloride). As a reaction SMILES: O.[ClH:2].[N+:3]([C:6]1[CH:11]=[CH:10][C:9]([N:12]2[CH2:16][CH2:15][CH2:14][C:13]2=[NH:17])=[CH:8][CH:7]=1)([O-])=O>CO>[ClH:2].[NH2:3][C:6]1[CH:11]=[CH:10][C:9]([N:12]2[CH2:16][CH2:15][CH2:14][C:13]2=[NH:17])=[CH:8][CH:7]=1 |f:1.2,4.5|. Procedure: 2.5 g of water-moist palladium on activated carbon (5% of Pd) are added to a solution of 25.0 g (103 mmol) of 1-(4-nitrophenyl)pyrrolidin-2-ylideneamine, hydrochloride, in 500 ml of methanol, and the mixture is hydrogenated at room temperature for 17 hours. The catalyst is filtered off, and the filtrate is evaporated, giving 1-(4-aminophenyl)pyrrolidin-2-ylideneamine, hydrochloride, as a brownish solid; ESI 176. The reactants are CN(C)C=O, O=Cc1ccccc1O, O=[N+]([O-])c1cccnc1Cl, [H-], [Na+]. Yields the product O=Cc1ccccc1Oc1ncccc1[N+](=O)[O-]. RXN SMILES: [CH3:22][N:23]([CH3:24])[CH:25]=[O:26].[CH:3](=[O:4])[c:5]1[cH:6][cH:7][cH:8][cH:9][c:10]1[OH:11].[Cl:12][c:13]1[n:14][cH:15][cH:16][cH:17][c:18]1[N+:19](=[O:20])[O-:21].[H-:1].[Na+:2]>>[CH:3](=[O:4])[c:5]1[cH:6][cH:7][cH:8][cH:9][c:10]1[O:11][c:13]1[n:14][cH:15][cH:16][cH:17][c:18]1[N+:19](=[O:20])[O-:21]. The reactants are BrC1=CC=C(C(=N1)C1=C(C=CC=C1)Cl)CCC(=O)NC1=C(C=CC=C1Cl)Cl (3-[6-bromo-2-(2-chlorophenyl)pyridin-3-yl]-N-(2,6-dichlorophenyl)propanamide), C(=O)([O-])[O-].[K+].[K+] (K2CO3). Reagents/catalysts: [Cu]I (CuI). Solvent: CN(C)C=O (DMF), C(=O)(O)[O-].[Na+] (NaHCO3), CCOC(=O)C (EtOAc). Run at temperature 155 celsius. The product is BrC1=NC(=C2CCC(N(C2=C1)C1=C(C=CC=C1Cl)Cl)=O)C1=C(C=CC=C1)Cl (7-Bromo-5-(2-chlorophenyl)-1-(2,6-dichlorophenyl)-3,4-dihydro-1,6-naphthyridin-2(1H)-one). Reaction SMILES: [Br:1][C:2]1[N:7]=[C:6]([C:8]2[CH:13]=[CH:12][CH:11]=[CH:10][C:9]=2[Cl:14])[C:5]([CH2:15][CH2:16][C:17]([NH:19][C:20]2[C:25]([Cl:26])=[CH:24][CH:23]=[CH:22][C:21]=2[Cl:27])=[O:18])=[CH:4][CH:3]=1.C([O-])([O-])=O.[K+].[K+]>CN(C=O)C.C([O-])(O)=O.[Na+].CCOC(C)=O.[Cu]I>[Br:1][C:2]1[CH:3]=[C:4]2[C:5]([CH2:15][CH2:16][C:17](=[O:18])[N:19]2[C:20]2[C:25]([Cl:26])=[CH:24][CH:23]=[CH:22][C:21]=2[Cl:27])=[C:6]([C:8]2[CH:13]=[CH:12][CH:11]=[CH:10][C:9]=2[Cl:14])[N:7]=1 |f:1.2.3,5.6|. Procedure: To a suspension of 7.54 g of 3-[6-bromo-2-(2-chlorophenyl)pyridin-3-yl]-N-(2,6-dichlorophenyl)propanamide in 100 mL of DMF was added CuI (3.82 g) and powdered, dried K2CO3 (3.70 g). The mixture was heated to 155° C. for 30 min, then cooled and diluted with 250 mL of half-saturated NaHCO3 and 100 mL of EtOAc. The phases were separated and the aqueous phase was extracted 2×50 mL of EtOAc. The combined organics were washed with brine, dried (Na2SO4), and concentrated. The reside was purified by fla... Reactants: O=C1C[C@@H](CN1[C@@H](C)C1=CC=CC=C1)C(=O)OC ((S)-methyl 5-oxo-1-((S)-1-phenylethyl)pyrrolidine-3-carboxylate), [H-].[H-].[H-].[H-].[Li+].[Al+3] (LAH), O (water), [OH-].[Na+] (NaOH). Solvent: C1CCOC1 (THF), C1CCOC1 (THF). Conditions: temperature 0 celsius. Product: C1(=CC=CC=C1)[C@H](C)N1C[C@H](CC1)CO (((S)-1-((S)-1-phenylethyl)pyrrolidin-3-yl)methanol). RXN SMILES: [H-].[H-].[H-].[H-].[Li+].[Al+3].O=[C:8]1[N:12]([C@H:13]([C:15]2[CH:20]=[CH:19][CH:18]=[CH:17][CH:16]=2)[CH3:14])[CH2:11][C@@H:10]([C:21](OC)=[O:22])[CH2:9]1.O.[OH-].[Na+]>C1COCC1>[C:15]1([C@@H:13]([N:12]2[CH2:8][CH2:9][C@H:10]([CH2:21][OH:22])[CH2:11]2)[CH3:14])[CH:16]=[CH:17][CH:18]=[CH:19][CH:20]=1 |f:0.1.2.3.4.5,8.9|. Procedure: To a suspension of LAH (20 g, 0.526 mol) in dried THF (400 mL) was added dropwise a solution of (S)-methyl 5-oxo-1-((S)-1-phenylethyl)pyrrolidine-3-carboxylate (50 g, 0.202 mol) in dried THF (50 mL) at 0° C. The mixture was heated to reflux overnight. The reaction mixture was cooled to 0° C. and treated with water (20 mL) and aqueous NaOH (10%, 20 mL). The slurry formed was filtered off and washed with THF. The combined filtrate was evaporated to give compound ((S)-1-((S)-1-phenylethyl)pyrrolidi...